From a dataset of the Open Reaction Database (ORD), a public repository of structured organic reaction records. describe an organic reaction: reactants, conditions, products, and yield Starting materials: CC(C)Cn1nc2c(-c3ccc(Cl)cc3)c(Br)ccn2c1=O, COc1ccc(B(O)O)cc1, [K+], [K+], O=C([O-])[O-], C1COCCO1, O, c1ccc(P(c2ccccc2)(c2ccccc2)[Pd](P(c2ccccc2)(c2ccccc2)c2ccccc2)(P(c2ccccc2)(c2ccccc2)c2ccccc2)P(c2ccccc2)(c2ccccc2)c2ccccc2)cc1. Yields the product COc1ccc(-c2ccn3c(=O)n(CC(C)C)nc3c2-c2ccc(Cl)cc2)cc1. As a reaction SMILES: [Br:1][c:2]1[c:3](-[c:16]2[cH:17][cH:18][c:19]([Cl:22])[cH:20][cH:21]2)[c:4]2[n:5]([cH:6][cH:7]1)[c:8](=[O:15])[n:9]([CH2:11][CH:12]([CH3:13])[CH3:14])[n:10]2.[CH3:23][O:24][c:25]1[cH:26][cH:27][c:28]([B:31]([OH:32])[OH:33])[cH:29][cH:30]1.[K+:34].[K+:35].[O-:36][C:37]([O-:38])=[O:39].[O:40]1[CH2:41][CH2:42][O:43][CH2:44][CH2:45]1.[OH2:46].[cH:47]1[cH:48][cH:49][c:50]([P:51]([Pd:52]([P:53]([c:54]2[cH:55][cH:56][cH:57][cH:58][cH:59]2)([c:60]2[cH:61][cH:62][cH:63][cH:64][cH:65]2)[c:66]2[cH:67][cH:68][cH:69][cH:70][cH:71]2)([P:72]([c:73]2[cH:74][cH:75][cH:76][cH:77][cH:78]2)([c:79]2[cH:80][cH:81][cH:82][cH:83][cH:84]2)[c:85]2[cH:86][cH:87][cH:88][cH:89][cH:90]2)[P:91]([c:92]2[cH:93][cH:94][cH:95][cH:96][cH:97]2)([c:98]2[cH:99][cH:100][cH:101][cH:102][cH:103]2)[c:104]2[cH:105][cH:106][cH:107][cH:108][cH:109]2)([c:110]2[cH:111][cH:112][cH:113][cH:114][cH:115]2)[c:116]2[cH:117][cH:118][cH:119][cH:120][cH:121]2)[cH:122][cH:123]1>>[c:2]1(-[c:28]2[cH:27][cH:26][c:25]([O:24][CH3:23])[cH:30][cH:29]2)[c:3](-[c:16]2[cH:17][cH:18][c:19]([Cl:22])[cH:20][cH:21]2)[c:4]2[n:5]([cH:6][cH:7]1)[c:8](=[O:15])[n:9]([CH2:11][CH:12]([CH3:13])[CH3:14])[n:10]2. RXN SMILES: [Br:12][c:13]1[c:14]([C:21]([F:22])([F:23])[P:24]([O:25][CH2:26][CH3:27])([O:28][CH2:29][CH3:30])=[O:31])[cH:15][cH:16][c:17]([CH2:19][Br:20])[cH:18]1.[CH2:37]1[O:38][CH2:39][CH2:40][CH2:41]1.[CH3:34][CH2:35][OH:36].[CH3:9][O-:10].[Cl-:32].[NH4+:33].[Na+:11].[c:1]1([CH2:7][SH:8])[cH:2][cH:3][cH:4][cH:5][cH:6]1>>[c:1]1([CH2:7][S:8][CH2:19][c:17]2[cH:16][cH:15][c:14]([C:21]([F:22])([F:23])[P:24]([O:25][CH2:26][CH3:27])([O:28][CH2:29][CH3:30])=[O:31])[c:13]([Br:12])[cH:18]2)[cH:2][cH:3][cH:4][cH:5][cH:6]1. Yields the product CCOP(=O)(OCC)C(F)(F)c1ccc(CSCc2ccccc2)cc1Br. Reactants: CCOP(=O)(OCC)C(F)(F)c1ccc(CBr)cc1Br, C1CCOC1, CCO, C[O-], [Cl-], [NH4+], [Na+], SCc1ccccc1. The reactants are N(=[N+]=[N-])C[C@@H]1OC2=C(C=C(C=C2CC1)F)C1=C(C=CC=C1)OC ((R)-2-azidomethyl-8-(2-methoxyphenyl)-6-fluoro-chroman), C1(=CC=CC=C1)P(C1=CC=CC=C1)C1=CC=CC=C1 (triphenylphosphine), CO (methanol). The solvent is O1CCCC1 (tetrahydrofuran), O (water), C(Cl)Cl (methylene chloride), [NH4+].[OH-] (NH4OH). The product is COC1=C(C=CC=C1)C=1C=C(C=C2C=C[C@@H](OC12)CN)F ({[(R)-8-(2-methoxyphenyl)-6-fluoro-2H-chromen-2-yl]methyl}amine). As a reaction SMILES: [N:1]([CH2:4][C@H:5]1[CH2:14][CH2:13][C:12]2[C:7](=[C:8]([C:16]3[CH:21]=[CH:20][CH:19]=[CH:18][C:17]=3[O:22][CH3:23])[CH:9]=[C:10]([F:15])[CH:11]=2)[O:6]1)=[N+]=[N-].C1(P(C2C=CC=CC=2)C2C=CC=CC=2)C=CC=CC=1.CO>O1CCCC1.O.C(Cl)Cl.[NH4+].[OH-]>[CH3:23][O:22][C:17]1[CH:18]=[CH:19][CH:20]=[CH:21][C:16]=1[C:8]1[CH:9]=[C:10]([F:15])[CH:11]=[C:12]2[C:7]=1[O:6][C@@H:5]([CH2:4][NH2:1])[CH:14]=[CH:13]2 |f:6.7|. Conditions: time 24 hour. Procedure details: To a solution of (R)-2-azidomethyl-8-(2-methoxyphenyl)-6-fluoro-chroman (190 mg, 0.32 mmol) in tetrahydrofuran (10 mL) and water (0.5 mL) was added triphenylphosphine (0.26 g, 10 mmol) and the reaction mixture stirred at room temperature for 24 hours. The solvent was removed under vacuum to form a colorless oil. Chromatography with 0–5% methanol in methylene chloride plus 1% NH4OH afforded {[(R)-8-(2-methoxyphenyl)-6-fluoro-2H-chromen-2-yl]methyl}amine as a colorless oil. The colorless oil was d...